The task is: describe an organic reaction: reactants, conditions, products, and yield. This data is from the Open Reaction Database (ORD), a public repository of structured organic reaction records. Reactants: [I-].[K+] (potassium iodide), FC1=CC(=C(N)C(=C1)[N+](=O)[O-])Br (4-fluoro-2-bromo-6-nitroaniline), S(O)(O)(=O)=O (sulfuric acid), N(=O)[O-].[Na+] (sodium nitrite). Solvent: O (water), C(C)(=O)OCC (ethyl acetate). Reaction conditions: time 30 minute. The product is IC1=C(C=C(C=C1Br)F)[N+](=O)[O-] (1-iodo-2-nitro-4-fluoro-6-bromobenzene). Isolated yield 78.0%. RXN SMILES: [F:1][C:2]1[CH:8]=[C:7]([N+:9]([O-:11])=[O:10])[C:5](N)=[C:4]([Br:12])[CH:3]=1.S(=O)(=O)(O)O.N([O-])=O.[Na+].[I-:22].[K+]>O.C(OCC)(=O)C>[I:22][C:5]1[C:4]([Br:12])=[CH:3][C:2]([F:1])=[CH:8][C:7]=1[N+:9]([O-:11])=[O:10] |f:2.3,4.5|. Reported procedure: Mix 4-fluoro-2-bromo-6-nitroaniline (15.5 g, 66.0 mmol) and 50% sulfuric acid (200 mL) and cool to 0°-5° C. Add, by dropwise addition, a solution of sodium nitrite (6.0 g, 86.4 mmol) in water (50 mL). Stir for 30 minutes and add solid potassium iodide (29 g, 173 mmol). Take up the product in ethyl acetate (300 mL), wash with saturated sodium hydrogen carbonate (2×200 mL), saturated sodium metabisulfite (2×200 mL) and water (200 mL). Dry (MgSO4), evaporate the solvent in vacuo and purify by silic... The reactants are C(C1=CC=CC=C1)OCC1=NNC(=C1)N (3-(benzyloxymethyl)-1H-pyrazol-5-amine), C(C)(=O)O (acetic acid), Amino Acid, O.[N+](=O)([O-])C(C=O)C=O.[Na] (sodium nitromalonaldehyde monohydrate). Run in O (water). Run at temperature 100 celsius. The product is C(C1=CC=CC=C1)OCC1=NNC2=NC=C(C=C21)[N+](=O)[O-] (3-(benzyloxymethyl)-5-nitro-1H-pyrazolo[3,4-b]pyridine). Isolated yield 56.0%. RXN SMILES: [CH2:1]([O:8][CH2:9][C:10]1[CH:14]=[C:13]([NH2:15])[NH:12][N:11]=1)[C:2]1[CH:7]=[CH:6][CH:5]=[CH:4][CH:3]=1.O.[N+:17]([CH:20]([CH:23]=O)[CH:21]=O)([O-:19])=[O:18].[Na].C(O)(=O)C>O>[CH2:1]([O:8][CH2:9][C:10]1[C:14]2[C:13](=[N:15][CH:21]=[C:20]([N+:17]([O-:19])=[O:18])[CH:23]=2)[NH:12][N:11]=1)[C:2]1[CH:3]=[CH:4][CH:5]=[CH:6][CH:7]=1 |f:1.2.3,^1:24|. Procedure: A round-bottom flask was charged with 3-(benzyloxymethyl)-1H-pyrazol-5-amine (1.74 g, 8.56 mmol, Honma, T. et al. “A Novel Approach for the Development of Selective Cdk4 Inhibitors: Library Design Based on Locations of Cdk4 Specific Amino Acid Residues.” J. Med. Chem. Vol. 44, No. 26 (2001): 4628-4640), sodium nitromalonaldehyde monohydrate (1.46 g, 9.42 mmol) and acetic acid (8.7 mL). The reaction mixture was heated at 100° C. for 24 hours. The reaction mixture was poured into water and then ex... The reactants are Cl (hydrochloric acid), CC1=CC=C(C=O)C=C1 (p-Methylbenzaldehyde), ClC1=C(CC(CCC(=O)O)(C(C)=O)C2=CC=CC=C2)C=CC=C1 (4-(o-chlorobenzyl)-4-phenyl-5-oxohexanoic acid), [OH-].[Na+] (sodium hydroxide). Solvent: C(C)O (ethanol), O (water). Product: ClC1=C(CC(CCC(=O)O)(C(C=CC2=CC=C(C=C2)C)=O)C2=CC=CC=C2)C=CC=C1 (4-(o-chlorobenzyl)-4-phenyl-5-oxo-7-(p-methylphenyl)-6-heptenoic Acid). As a reaction SMILES: [CH3:1][C:2]1[CH:9]=[CH:8][C:5]([CH:6]=O)=[CH:4][CH:3]=1.[Cl:10][C:11]1[CH:32]=[CH:31][CH:30]=[CH:29][C:12]=1[CH2:13][C:14]([C:23]1[CH:28]=[CH:27][CH:26]=[CH:25][CH:24]=1)([C:20](=[O:22])[CH3:21])[CH2:15][CH2:16][C:17]([OH:19])=[O:18].[OH-].[Na+].Cl>C(O)C.O>[Cl:10][C:11]1[CH:32]=[CH:31][CH:30]=[CH:29][C:12]=1[CH2:13][C:14]([C:23]1[CH:28]=[CH:27][CH:26]=[CH:25][CH:24]=1)([C:20](=[O:22])[CH:21]=[CH:6][C:5]1[CH:8]=[CH:9][C:2]([CH3:1])=[CH:3][CH:4]=1)[CH2:15][CH2:16][C:17]([OH:19])=[O:18] |f:2.3|. Procedure details: p-Methylbenzaldehyde (3.00 g., 0.025 mole) in ethanol (10 ml.) is added to a solution of levo-4-(o-chlorobenzyl)-4-phenyl-5-oxohexanoic acid (4.89 g., 0.015 mole) and sodium hydroxide (0.80 g., 0.20 mole) in water (50 ml.). The resulting mixture is heated on a steam bath for 24 hours. The reaction solution is cooled to room temperature, acidified with dilute hydrochloric acid (10 ml.), and the sticky solid which forms after scratching is collected and air-dried, yield 7.4 g., m.p. 120°-147°C. Re... Starting materials: CC1=CC(=NC(=C1)C)N1CCOCC1 (4-(4,6-dimethyl-pyridin-2-yl)-morpholine), N(=O)[O-].[Na+] (sodium nitrite). The solvent is FC(C(=O)O)(F)F (trifluoroacetic acid). Conditions: temperature 0 celsius, time 15 minute. Product: CC1=CC(=NC(=C1[N+](=O)[O-])C)N1CCOCC1 (4-(4,6-Dimethyl-5-nitro-pyridin-2-yl)-morpholine). The yield is 17.3%. As a reaction SMILES: [CH3:1][C:2]1[CH:7]=[C:6]([CH3:8])[N:5]=[C:4]([N:9]2[CH2:14][CH2:13][O:12][CH2:11][CH2:10]2)[CH:3]=1.[N:15]([O-:17])=[O:16].[Na+]>FC(F)(F)C(O)=O>[CH3:1][C:2]1[C:7]([N+:15]([O-:17])=[O:16])=[C:6]([CH3:8])[N:5]=[C:4]([N:9]2[CH2:10][CH2:11][O:12][CH2:13][CH2:14]2)[CH:3]=1 |f:1.2|. Reported procedure: To 4-(4,6-dimethyl-pyridin-2-yl)-morpholine (9.4 g) dissolved in trifluoroacetic acid (250 mL) cooled to 0° C. was added sodium nitrite (3.54 g) over 15 minutes and the reaction mixture was then stirred 15 minutes at 0° C. The reaction mixture was concentrated in vacuo to app. 100 mL and the pH adjusted to 11 with concentrated aqueous sodium hydroxide (150 mL). Brine (200 mL) was added and the mixture was extracted with diethyl ether (4×150 mL), the organic phase was dried over magnesium sulfate... The reactants are [H-].[Al+3].[Li+].[H-].[H-].[H-] (lithium aluminium hydride), COC(C1=C(C=CC(=C1)C(C)(C)C)OC)=O (5-tert-butyl-2-methoxybenzoic acid methyl ester), O (water). Run in C(C)OCC (diethyl ether), C(C)OCC (diethyl ether). Run at temperature 20 celsius, time 3.5 hour. Yields the product C(C)(C)(C)C=1C=CC(=C(C1)CO)OC ((5-tert-butyl-2-methoxyphenyl)methanol). The yield is 96.4%. As a reaction SMILES: [H-].[Al+3].[Li+].[H-].[H-].[H-].C[O:8][C:9](=O)[C:10]1[CH:15]=[C:14]([C:16]([CH3:19])([CH3:18])[CH3:17])[CH:13]=[CH:12][C:11]=1[O:20][CH3:21].O>C(OCC)C>[C:16]([C:14]1[CH:13]=[CH:12][C:11]([O:20][CH3:21])=[C:10]([CH2:9][OH:8])[CH:15]=1)([CH3:19])([CH3:17])[CH3:18] |f:0.1.2.3.4.5|. Reported procedure: A solution of 1.0M lithium aluminium hydride in diethyl ether (27.0 ml, 27.0 mmol) was added dropwise over 10 min to a solution of 5-tert-butyl-2-methoxybenzoic acid methyl ester (5.00 g, 22.4 mmol) in diethyl ether (90 ml) under nitrogen, maintaining temperature between 0° C. and 5° C. When addition was complete, the reaction was stirred at 20° C. for 3.5 h, then again cooled to 0° C. Addition of water (5 ml) destroyed any excess reagent and filtration of the resulting mixture through dicalite ... Starting materials: [Br-].O=C1N(C(C2=CC=CC=C12)=O)CCCC=1C=[N+](C=CC1)CC1=CC=CC=C1 (3-[3-(2,3-dihydro-1,3-dioxo-1H-isoindol-2-yl)propyl]-1-(phenylmethyl)pyridinium bromide). Reagents/catalysts: [Pt]=O (platinum oxide). Solvent: C(C)(=O)O (acetic acid). Conditions: time 6 hour. Product: C1(=CC=CC=C1)CN1CC(CCC1)CCCN1C(C2=CC=CC=C2C1=O)=O (2-[3-[1-(phenylmethyl)-3-piperidinyl]propyl]-1H-isoindole-1,3(2H)-dione). The yield is 85.0%. As a reaction SMILES: [Br-].[O:2]=[C:3]1[C:11]2[C:6](=[CH:7][CH:8]=[CH:9][CH:10]=2)[C:5](=[O:12])[N:4]1[CH2:13][CH2:14][CH2:15][C:16]1[CH:17]=[N+:18]([CH2:22][C:23]2[CH:28]=[CH:27][CH:26]=[CH:25][CH:24]=2)[CH:19]=[CH:20][CH:21]=1>[Pt]=O.C(O)(=O)C>[C:23]1([CH2:22][N:18]2[CH2:19][CH2:20][CH2:21][CH:16]([CH2:15][CH2:14][CH2:13][N:4]3[C:5](=[O:12])[C:6]4[C:11](=[CH:10][CH:9]=[CH:8][CH:7]=4)[C:3]3=[O:2])[CH2:17]2)[CH:28]=[CH:27][CH:26]=[CH:25][CH:24]=1 |f:0.1|. Reported procedure: A mixture of 1.10 g (2.5 mmol) of 3-[3-(2,3-dihydro-1,3-dioxo-1H-isoindol-2-yl)propyl]-1-(phenylmethyl)pyridinium bromide, 50 mL of glacial acetic acid and 0.11 g of platinum oxide was hydrogenated at room temperature and atmospheric pressure for 6 hours with rapid stirring. The reaction mixture was filtered and concentrated, and the residue was dissolved in water. The aqueous solution was made strongly basic with aqueous potassium hydroxide and extracted several times with ethyl acetate. The co...